Dataset: the Open Reaction Database (ORD), a public repository of structured organic reaction records. Task: describe an organic reaction: reactants, conditions, products, and yield The reactants are COc1ccc(Oc2ccc([N+](=O)[O-])cc2)cc1C(=O)O, CN, ClCCl, [Na+], [OH-], O=S(Cl)Cl. Yields the product CNC(=O)c1cc(Oc2ccc([N+](=O)[O-])cc2)ccc1OC. RXN SMILES: [C:1](=[O:2])([OH:3])[c:4]1[cH:5][c:6]([O:7][c:8]2[cH:9][cH:10][c:11]([N+:14](=[O:15])[O-:16])[cH:12][cH:13]2)[cH:17][cH:18][c:19]1[O:20][CH3:21].[CH3:26][NH2:27].[Cl:30][CH2:31][Cl:32].[Na+:29].[OH-:28].[S:22]([Cl:23])([Cl:24])=[O:25]>>[C:1](=[O:2])([c:4]1[cH:5][c:6]([O:7][c:8]2[cH:9][cH:10][c:11]([N+:14](=[O:15])[O-:16])[cH:12][cH:13]2)[cH:17][cH:18][c:19]1[O:20][CH3:21])[NH:27][CH3:26]. Starting materials: O[Ga].C=1C=CC=2C(C1)=C3NC2N=C4C=5C=CC=CC5C(=N4)N=C6C=7C=CC=CC7C(N6)=NC=8C=9C=CC=CC9C(=N3)N8 (hydroxygallium phthalocyanine), [Ga] (gallium), [Ga].C=1C=CC=2C(C1)=C3NC2N=C4C=5C=CC=CC5C(=N4)N=C6C=7C=CC=CC7C(N6)=NC=8C=9C=CC=CC9C(=N3)N8 (gallium phthalocyanine). The product is C=1C=CC=2C(C1)=C3NC2N=C4C=5C=CC=CC5C(=N4)N=C6C=7C=CC=CC7C(N6)=NC=8C=9C=CC=CC9C(=N3)N8 (phthalocyanine), O[Ga].C=1C=CC=2C(C1)=C3NC2N=C4C=5C=CC=CC5C(=N4)N=C6C=7C=CC=CC7C(N6)=NC=8C=9C=CC=CC9C(=N3)N8 (hydroxygallium phthalocyanine). RXN SMILES: [Ga].[Ga].[CH:3]1[CH:4]=[CH:5][C:6]2[C:7](=[C:9]3[N:41]=[C:40]4[N:42]=[C:33]([C:34]5[CH:35]=[CH:36][CH:37]=[CH:38][C:39]=54)[N:32]=[C:30]4[NH:31][C:23]([C:24]5[CH:25]=[CH:26][CH:27]=[CH:28][C:29]=54)=[N:22][C:20]4=[N:21][C:13]([C:14]5[CH:15]=[CH:16][CH:17]=[CH:18][C:19]=54)=[N:12][C:11]=2[NH:10]3)[CH:8]=1.[OH:43][Ga:44].[CH:45]1[CH:46]=[CH:47][C:48]2[C:49](=[C:51]3[N:83]=[C:82]4[N:84]=[C:75]([C:76]5[CH:77]=[CH:78][CH:79]=[CH:80][C:81]=54)[N:74]=[C:72]4[NH:73][C:65]([C:66]5[CH:67]=[CH:68][CH:69]=[CH:70][C:71]=54)=[N:64][C:62]4=[N:63][C:55]([C:56]5[CH:57]=[CH:58][CH:59]=[CH:60][C:61]=54)=[N:54][C:53]=2[NH:52]3)[CH:50]=1>>[CH:4]1[CH:3]=[CH:8][C:7]2[C:6](=[C:11]3[N:12]=[C:13]4[N:21]=[C:20]([C:19]5[CH:18]=[CH:17][CH:16]=[CH:15][C:14]=54)[N:22]=[C:23]4[NH:31][C:30]([C:29]5[CH:28]=[CH:27][CH:26]=[CH:25][C:24]=54)=[N:32][C:33]4=[N:42][C:40]([C:39]5[CH:38]=[CH:37][CH:36]=[CH:35][C:34]=54)=[N:41][C:9]=2[NH:10]3)[CH:5]=1.[OH:43][Ga:44].[CH:46]1[CH:45]=[CH:50][C:49]2[C:48](=[C:53]3[N:54]=[C:55]4[N:63]=[C:62]([C:61]5[CH:60]=[CH:59][CH:58]=[CH:57][C:56]=54)[N:64]=[C:65]4[NH:73][C:72]([C:71]5[CH:70]=[CH:69][CH:68]=[CH:67][C:66]=54)=[N:74][C:75]4=[N:84][C:82]([C:81]5[CH:80]=[CH:79][CH:78]=[CH:77][C:76]=54)=[N:83][C:51]=2[NH:52]3)[CH:47]=1 |f:1.2,3.4,6.7,^3:43,125|. Reported procedure: The present invention provides a process for producing hydroxygallium phthalocyanine crystals, which process comprises reacting a gallium compound with an excess of a compound forming a phthalocyanine ring to prepare gallium phthalocyanine, subjecting the resulting gallium. phthalocyanine to acid pasting to obtain a hydroxygallium phthalocyanine crystal having intense diffraction peaks at Bragg angles (2θ±0.2°) of 6.9°, 13.2° to 14.2°, 16.5°, and 26.4° or of 7.0°, 13.4°, 16.6°, 26.0°, and 26.7° ... The reactants are Cc1ccc(C(=O)O)s1, COc1ccc(-c2ccccc2)c2sc(NC(=O)c3ccccc3)nc12, COc1ccc(C2COCCOC2)c2sc(N)nc12. Product: COc1ccc(C2COCCOC2)c2sc(NC(=O)c3ccc(C)s3)nc12. RXN SMILES: [CH3:20][c:21]1[cH:22][cH:23][c:24]([C:26](=[O:27])[OH:28])[s:25]1.[CH3:29][O:30][c:31]1[c:32]2[n:33][c:34]([NH:35][C:36](=[O:37])[c:38]3[cH:39][cH:40][cH:41][cH:42][cH:43]3)[s:44][c:45]2[c:46](-[c:47]2[cH:48][cH:49][cH:50][cH:51][cH:52]2)[cH:53][cH:54]1.[O:1]1[CH2:2][CH2:3][O:4][CH2:5][CH:6]([c:8]2[cH:9][cH:10][c:11]([O:18][CH3:19])[c:12]3[n:13][c:14]([NH2:17])[s:15][c:16]23)[CH2:7]1>>[O:1]1[CH2:2][CH2:3][O:4][CH2:5][CH:6]([c:8]2[cH:9][cH:10][c:11]([O:18][CH3:19])[c:12]3[n:13][c:14]([NH:17][C:26]([c:24]4[cH:23][cH:22][c:21]([CH3:20])[s:25]4)=[O:27])[s:15][c:16]23)[CH2:7]1. Reactants: [Br-], Cc1cc(Br)cc(Cl)c1Cl, CN(C)C=O, C=C([Zn+])C(F)(F)F, C1CCOC1. Product: C=C(c1cc(C)c(Cl)c(Cl)c1)C(F)(F)F. RXN SMILES: [Br-:1].[Br:9][c:10]1[cH:11][c:12]([Cl:18])[c:13]([Cl:17])[c:14]([CH3:16])[cH:15]1.[CH3:24][N:25]([CH3:26])[CH:27]=[O:28].[F:2][C:3]([C:4](=[CH2:5])[Zn+:6])([F:7])[F:8].[O:19]1[CH2:20][CH2:21][CH2:22][CH2:23]1>>[F:2][C:3]([C:4](=[CH2:5])[c:10]1[cH:11][c:12]([Cl:18])[c:13]([Cl:17])[c:14]([CH3:16])[cH:15]1)([F:7])[F:8]. Reactants: CN(C1=C(C=C(N)C=C1)OC)C (4-Dimethylamino-3-methoxyaniline), N(=[N+]=[N-])C1=C(C(=C(C(=C1F)F)S(=O)(=O)Cl)F)F (4-azido-2,3,5,6-tetrafluorophenylsulfonyl chloride). Solvent: CO (MeOH). Run at time 15 minute. Product: N(=[N+]=[N-])C1=C(C(=C(C(=C1F)F)S(=O)(=O)NC1=CC(=C(C=C1)N(C)C)OC)F)F (4-Azido-1-[(4-dimethylamino-3-methoxyphenyl)aminosulfonyl]-2,3,5,6-tetrafluoro-benzene). Reaction SMILES: [CH3:1][N:2]([CH3:12])[C:3]1[CH:9]=[CH:8][C:6]([NH2:7])=[CH:5][C:4]=1[O:10][CH3:11].[N:13]([C:16]1[C:21]([F:22])=[C:20]([F:23])[C:19]([S:24](Cl)(=[O:26])=[O:25])=[C:18]([F:28])[C:17]=1[F:29])=[N+:14]=[N-:15]>CO>[N:13]([C:16]1[C:21]([F:22])=[C:20]([F:23])[C:19]([S:24]([NH:7][C:6]2[CH:8]=[CH:9][C:3]([N:2]([CH3:12])[CH3:1])=[C:4]([O:10][CH3:11])[CH:5]=2)(=[O:26])=[O:25])=[C:18]([F:28])[C:17]=1[F:29])=[N+:14]=[N-:15]. Procedure: 4-Dimethylamino-3-methoxyaniline (1.66 g, 10 mmol) is added to a solution of 4-azido-2,3,5,6-tetrafluorophenylsulfonyl chloride (3.47 g, 12 mmol) in MeOH (20 ml) at ambient temperature. After stirring at room temperature for 15 min, the reaction mixture is concentrated under reduced pressure and the residue is taken up in ethyl acetate and filtered through a pad of silica gel. Concentration of the filtrate, followed by chromatography, provides the title compound. Reactants: C=Cc1cccc(Br)c1, Cc1ccccc1, [Cu], I, ICI. Product: Brc1cccc(C2CC2)c1. RXN SMILES: [Br:5][c:6]1[cH:7][c:8]([CH:9]=[CH2:10])[cH:11][cH:12][cH:13]1.[CH3:14][c:15]1[cH:16][cH:17][cH:18][cH:19][cH:20]1.[Cu:21].[I:1].[I:2][CH2:3][I:4]>>[CH2:3]1[CH:9]([c:8]2[cH:7][c:6]([Br:5])[cH:13][cH:12][cH:11]2)[CH2:10]1. Reactants: C1(=CC=CC=C1)N1C=NC2=C(C1=O)SC=C2C2=CC=CC=C2 (3,7-Diphenylthieno[3,2-d]pyrimidin-4(3H)-one), NC1=C(SC=C1C1=CC=CC=C1)C(=O)OC (methyl 3-amino-4-phenylthiophene-2-carboxylate), C(OCC)(OCC)OCC (triethyl orthoformate), C(C)C1=CC=C(N)C=C1 (4-ethylaniline). The solvent is C(C)(=O)O (acetic acid). Yields the product C(C)C1=CC=C(C=C1)N1C=NC2=C(C1=O)SC=C2C2=CC=CC=C2 (3-(4-Ethylphenyl)-7-phenylthieno[3,2-d]pyrimidin-4(3H)-one). Yield: 60.0%. As a reaction SMILES: [C:1]1([N:7]2[C:12](=[O:13])[C:11]3[S:14][CH:15]=[C:16]([C:17]4[CH:22]=[CH:21][CH:20]=[CH:19][CH:18]=4)[C:10]=3[N:9]=[CH:8]2)[CH:6]=[CH:5][CH:4]=[CH:3][CH:2]=1.N[C:24]1C(C2C=CC=CC=2)=CS[C:25]=1C(OC)=O.C(OCC)(OCC)OCC.C(C1C=CC(N)=CC=1)C>C(O)(=O)C>[CH2:24]([C:4]1[CH:5]=[CH:6][C:1]([N:7]2[C:12](=[O:13])[C:11]3[S:14][CH:15]=[C:16]([C:17]4[CH:18]=[CH:19][CH:20]=[CH:21][CH:22]=4)[C:10]=3[N:9]=[CH:8]2)=[CH:2][CH:3]=1)[CH3:25]. Procedure: In the same manner as the synthesis of Compound 1, methyl 3-amino-4-phenylthiophene-2-carboxylate (50 mg, 0.21 mmol), triethyl orthoformate (0.42 ml), 4-ethylaniline (0.05 ml, 0.39 mmol), and acetic acid (0.05 ml) were used to give 59.5 mg (0.18 mmol, 60% yield) of the title compound.